Dataset: the Open Reaction Database (ORD), a public repository of structured organic reaction records. Task: describe an organic reaction: reactants, conditions, products, and yield Starting materials: C(C)OC(CN1N=C(C=C1N)C=1C=NC=CC1)OCC (1-(2,2-Diethoxyethyl)-3-(pyridin-3-yl)-1H-pyrazole-5-amine), BrC1=C(C=C(C(=C1)[N+](=O)[O-])C)Cl (1-bromo-2-chloro-4-methyl-5-nitrobenzene). The product is ClC1=C(C=C(C(=C1)C)[N+](=O)[O-])NC1=CC(=NN1CC(OCC)OCC)C=1C=NC=CC1 (N-(2-Chloro-4-methyl-5-nitrophenyl)-1-(2,2-diethoxyethyl)-3-(pyridin-3-yl)-1H-pyrazole-5-amine). RXN SMILES: [CH2:1]([O:3][CH:4]([O:18][CH2:19][CH3:20])[CH2:5][N:6]1[C:10]([NH2:11])=[CH:9][C:8]([C:12]2[CH:13]=[N:14][CH:15]=[CH:16][CH:17]=2)=[N:7]1)[CH3:2].Br[C:22]1[CH:27]=[C:26]([N+:28]([O-:30])=[O:29])[C:25]([CH3:31])=[CH:24][C:23]=1[Cl:32]>>[Cl:32][C:23]1[CH:24]=[C:25]([CH3:31])[C:26]([N+:28]([O-:30])=[O:29])=[CH:27][C:22]=1[NH:11][C:10]1[N:6]([CH2:5][CH:4]([O:18][CH2:19][CH3:20])[O:3][CH2:1][CH3:2])[N:7]=[C:8]([C:12]2[CH:13]=[N:14][CH:15]=[CH:16][CH:17]=2)[CH:9]=1. Procedure: Analogously to Example 13A/Step 1, from two reactions (273 mg and 1.58 g; 6.72 mmol in total) of the compound of Example 4A and 250 mg and 1.45 g (7.4 mmol in total) of 1-bromo-2-chloro-4-methyl-5-nitrobenzene gave, after 2 h of heating under reflux, a crude product which was purified by double chromatography on a Biotage system (in each case 50 g Snap column; mobile phase gradient hexane/ethyl acetate, from 20% ethyl acetate increasing rapidly to 100% ethyl acetate, then ethyl acetate/methanol,... Starting materials: CC(C)(C)OC(=O)NC(Cc1ccccc1)C(O)CCl, O=C([O-])[O-], CO, [K+], [K+]. The product is CC(C)(C)OC(=O)NC(Cc1ccccc1)C1CO1. RXN SMILES: [C:1]([CH3:2])([CH3:3])([CH3:4])[O:5][C:6](=[O:7])[NH:8][CH:9]([CH:10]([CH2:11][Cl:12])[OH:13])[CH2:14][c:15]1[cH:16][cH:17][cH:18][cH:19][cH:20]1.[C:21](=[O:22])([O-:23])[O-:24].[CH3:27][OH:28].[K+:25].[K+:26]>>[C:1]([CH3:2])([CH3:3])([CH3:4])[O:5][C:6](=[O:7])[NH:8][CH:9]([CH:10]1[CH2:11][O:13]1)[CH2:14][c:15]1[cH:16][cH:17][cH:18][cH:19][cH:20]1. Reactants: O[C@H]1[C@@H](C2=CC=CC=C2C1)NC(C)=O (N-((1R,2R)-2-hydroxy-indan-1-yl)-acetamide), [O-]S(=O)(=O)[O-].[Mg+2] (MgSO4), ClC1=NC(=NC=C1C(F)(F)F)NC1=C(C=C(C(=O)NC2CCN(CC2)C)C=C1)OC (4-(4-chloro-5-trifluoromethyl-pyrimidin-2-ylamino)-3-methoxy-N-(1-methyl-piperidin-4-yl)-benzamide), C(=O)([O-])[O-].[Cs+].[Cs+] (Cs2CO3). The solvent is O1CCOCC1 (dioxane). Yields the product C(C)(=O)N[C@H]1[C@@H](CC2=CC=CC=C12)OC1=NC(=NC=C1C(F)(F)F)NC1=C(C=C(C(=O)NC2CCN(CC2)C)C=C1)OC (4-[4-((1R,2R)-1-acetylamino-indan-2-yloxy)-5-trifluoromethyl-pyrimidin-2-ylamino]-3-methoxy-N-(1-methyl-piperidin-4-yl)-benzamide). RXN SMILES: [OH:1][C@@H:2]1[CH2:10][C:9]2[C:4](=[CH:5][CH:6]=[CH:7][CH:8]=2)[C@H:3]1[NH:11][C:12](=[O:14])[CH3:13].Cl[C:16]1[C:21]([C:22]([F:25])([F:24])[F:23])=[CH:20][N:19]=[C:18]([NH:26][C:27]2[CH:42]=[CH:41][C:30]([C:31]([NH:33][CH:34]3[CH2:39][CH2:38][N:37]([CH3:40])[CH2:36][CH2:35]3)=[O:32])=[CH:29][C:28]=2[O:43][CH3:44])[N:17]=1.C([O-])([O-])=O.[Cs+].[Cs+].[O-]S([O-])(=O)=O.[Mg+2]>O1CCOCC1>[C:12]([NH:11][C@@H:3]1[C:4]2[C:9](=[CH:8][CH:7]=[CH:6][CH:5]=2)[CH2:10][C@H:2]1[O:1][C:20]1[C:21]([C:22]([F:23])([F:25])[F:24])=[CH:16][N:17]=[C:18]([NH:26][C:27]2[CH:42]=[CH:41][C:30]([C:31]([NH:33][CH:34]3[CH2:35][CH2:36][N:37]([CH3:40])[CH2:38][CH2:39]3)=[O:32])=[CH:29][C:28]=2[O:43][CH3:44])[N:19]=1)(=[O:14])[CH3:13] |f:2.3.4,5.6|. Reported procedure: N-((1R,2R)-2-hydroxy-indan-1-yl)-acetamide (43 mg) and 4-(4-chloro-5-trifluoromethyl-pyrimidin-2-ylamino)-3-methoxy-N-(1-methyl-piperidin-4-yl)-benzamide (50 mg) are suspended in 0.70 mL dioxane, mixed with Cs2CO3 (184 mg) and some MgSO4 and stirred overnight at 85° C. The reaction mixture is allowed to cool to RT and the solvent is eliminated using the rotary evaporator. The residue is taken up in MeOH and purified by preparative HPLC. The product-containing fractions are freeze-dried. The reactants are SCCO (2-mercaptoethanol), [OH-].[Na+] (sodium hydroxide), CN(C=O)C (N,N-dimethylformamide), BrC=1C=NC=C(C1)Br (3,5-dibromopyridine). The solvent is O (water), CCOC(=O)C.CCCCCC (EtOAc hexane). Conditions: time 4 hour. The product is BrC=1C=C(C=NC1)SCCO.BrC=1C=C(C=NC1)SCCNC ((2-(5-Bromo(3-pyridylthio))ethyl)methylamine 2-(5-Bromo-3-pyridylthio)ethan-1-ol). Isolated yield 57.5%. RXN SMILES: [SH:1][CH2:2][CH2:3][OH:4].[OH-].[Na+].[CH3:7][N:8]([CH3:11])C=O.[Br:12][C:13]1[CH:14]=[N:15][CH:16]=[C:17]([Br:19])[CH:18]=1>O.CCOC(C)=O.CCCCCC>[Br:12][C:13]1[CH:18]=[C:17]([S:1][CH2:2][CH2:3][OH:4])[CH:16]=[N:15][CH:14]=1.[Br:19][C:17]1[CH:18]=[C:13]([S:1][CH2:2][CH2:7][NH:8][CH3:11])[CH:14]=[N:15][CH:16]=1 |f:1.2,6.7,8.9|. Reported procedure: Under a nitrogen atmosphere, a mixture of 2-mercaptoethanol (3.30 g, 42.21 mmol), sodium hydroxide (1.69 g, 42.21 mmol) and N,N-dimethylformamide (50 mL) was stirred at ambient temperature for 4 h. The resulting solution was cooled to 0-5° C. and 3,5-dibromopyridine (8.00 g, 33.77 mmol) was added in one portion. The mixture was stirred at 0-5° C. for 20 min, warmed to ambient temperature and further stirred for 1 h. TLC analysis on silica gel eluting with EtOAc-hexane (3:1) indicated an incomple... Reactants: CS(C)=O, COc1cc(CO)ncc1OCc1ccc(Cl)cc1. Product: COc1cc(C=O)ncc1OCc1ccc(Cl)cc1. Reaction SMILES: [CH3:20][S:21](=[O:22])[CH3:23].[Cl:1][c:2]1[cH:3][cH:4][c:5]([CH2:6][O:7][c:8]2[c:9]([O:16][CH3:17])[cH:10][c:11]([CH2:14][OH:15])[n:12][cH:13]2)[cH:18][cH:19]1>>[Cl:1][c:2]1[cH:3][cH:4][c:5]([CH2:6][O:7][c:8]2[c:9]([O:16][CH3:17])[cH:10][c:11]([CH:14]=[O:15])[n:12][cH:13]2)[cH:18][cH:19]1. As a reaction SMILES: P(Cl)(Cl)(Cl)=O.[CH2:6]1[C:12]2=[CH:13][C:14]3[CH:15]=[CH:16][CH:17]=[CH:18][C:19]=3[N:11]2[CH2:10][CH2:9][N:8]([C:20]([O:22][C:23]([CH3:26])([CH3:25])[CH3:24])=[O:21])[CH2:7]1.CN([CH:30]=[O:31])C>>[CH:30]([C:13]1[C:14]2[CH:15]=[CH:16][CH:17]=[CH:18][C:19]=2[N:11]2[CH2:10][CH2:9][N:8]([C:20]([O:22][C:23]([CH3:26])([CH3:25])[CH3:24])=[O:21])[CH2:7][CH2:6][C:12]=12)=[O:31]. Conditions: time 10 minute. Procedure details: A solution of DMF (10 mL) cooled to 0° C. is treated with phosphorus oxychloride (0.30 mL, 3.3 mmol) and stirred for 10 min. This clear colorless solution of the cloroiminium salt is slowly treated with a solution of tert-butyl 1,2,4,5-tetrahydro-3H-[1,4]diazepino[1,7-a]indole-3-carboxylate in DMF (9 mL) followed by warming to rt. After 18 hr, the reaction is quenched with 5N sodium hydroxide (40 mL), stirred 5 min, and extracted twice with dichloromethane (40 mL). The combined organics are wash... Starting materials: cloroiminium, C1CN(CCN2C1=CC=1C=CC=CC21)C(=O)OC(C)(C)C (tert-butyl 1,2,4,5-tetrahydro-3H-[1,4]diazepino[1,7-a]indole-3-carboxylate), CN(C)C=O (DMF), P(=O)(Cl)(Cl)Cl (phosphorus oxychloride), CN(C)C=O (DMF). The product is C(=O)C1=C2N(C=3C=CC=CC13)CCN(CC2)C(=O)OC(C)(C)C (tert-butyl 11-formyl-1,2,4,5-tetrahydro-3H-[1,4]diazepino[1,7-a]indole-3-carboxylate).